Dataset: the Open Reaction Database (ORD), a public repository of structured organic reaction records. Task: describe an organic reaction: reactants, conditions, products, and yield Reactants: C(C)OC(=O)CSC(C(C)(S(=O)(=O)C)C)=NO (1-(ethoxycarbonylmethylthio)-2-methyl-2-(methylsulfonyl)propionaldoxime), [OH-].[NH4+] (ammonium hydroxide), N (ammonia). Run in O (water). Yields the product N(O)=C1SCC(NC1(C)C)=O (2-oximino-3,3-dimethyltetrahydro-1,4-thiazin-5-one). As a reaction SMILES: C([O:3][C:4]([CH2:6][S:7][C:8](=[N:16][OH:17])[C:9]([CH3:15])(S(C)(=O)=O)[CH3:10])=O)C.[OH-].[NH4+:19].N>O>[N:16](=[C:8]1[C:9]([CH3:15])([CH3:10])[NH:19][C:4](=[O:3])[CH2:6][S:7]1)[OH:17] |f:1.2|. Procedure details: A mixture of 5.0 g 1-(ethoxycarbonylmethylthio)-2-methyl-2-(methylsulfonyl)propionaldoxime and 150 ml. of ammonium hydroxide was charged into a pyrex pressure bottle and stirred at room temperature for forty hours. The mixture was stripped of excess ammonia and water under reduced pressure. The solid crystalline residue was washed with water, then dried at room temperature to yield 3 g of 2-oximino-3,3-dimethyltetrahydro-1,4-thiazin-5-one, m.p. 234° C. The nmr spectrum was identical with those o... The reactants are CCOC(OCC)N1CCNC1=N[N+](=O)[O-], N#Cc1ccccc1N, CN(C)C=O. The product is N#Cc1ccccc1N=CN1CCNC1=N[N+](=O)[O-]. As a reaction SMILES: [CH2:1]([O:2][CH:4]([O:3][CH2:14][CH3:15])[N:5]1[C:6](=[N:10][N+:11](=[O:12])[O-:13])[NH:7][CH2:8][CH2:9]1)[CH3:16].[NH2:17][c:18]1[c:19]([C:20]#[N:21])[cH:22][cH:23][cH:24][cH:25]1.[O:26]=[CH:27][N:28]([CH3:29])[CH3:30]>>[CH:4]([N:5]1[C:6](=[N:10][N+:11](=[O:12])[O-:13])[NH:7][CH2:8][CH2:9]1)=[N:17][c:18]1[c:19]([C:20]#[N:21])[cH:22][cH:23][cH:24][cH:25]1. Starting materials: O.O.O.O.O.O.O.O.[OH-].[Ba+2].[OH-] (barium hydroxide octahydrate), C(C)OC(=O)C1=C(N=C(S1)C1=CC(=C(C=C1)OCC(C)C)C#N)C (ethyl-2-(3-cyano-4-isobutyloxyphenyl)-4-methyl-5-thiazole carboxylate), Cl (HCl). Run in ClCCl (dichloromethane), CO (methanol), C(C)(=O)OCC (ethyl acetate), O (water), O1CCCC1 (tetrahydrofuran). Run at temperature 60 celsius. The product is CC1=C(SC(=N1)C=2C=CC(=C(C2)C#N)OCC(C)C)C(=O)O (febuxostat). RXN SMILES: O.O.O.O.O.O.O.O.[OH-].[Ba+2].[OH-].C([O:14][C:15]([C:17]1[S:21][C:20]([C:22]2[CH:27]=[CH:26][C:25]([O:28][CH2:29][CH:30]([CH3:32])[CH3:31])=[C:24]([C:33]#[N:34])[CH:23]=2)=[N:19][C:18]=1[CH3:35])=[O:16])C.Cl>O1CCCC1.C(OCC)(=O)C.O.ClCCl.CO>[CH3:35][C:18]1[N:19]=[C:20]([C:22]2[CH:27]=[CH:26][C:25]([O:28][CH2:29][CH:30]([CH3:32])[CH3:31])=[C:24]([C:33]#[N:34])[CH:23]=2)[S:21][C:17]=1[C:15]([OH:16])=[O:14] |f:0.1.2.3.4.5.6.7.8.9.10|. Procedure: Aqueous barium hydroxide octahydrate solution (prepared by dissolving 55 g, 0.174 mol of barium hydroxide octahydrate in 350 mL water) was added to a solution of ethyl-2-(3-cyano-4-isobutyloxyphenyl)-4-methyl-5-thiazole carboxylate (100 g, 0.29 mol) in tetrahydrofuran (1000 mL) and denatured spirit (300 mL). The reaction mixture was stirred at a temperature of about 60° C. for about 90 minutes to about 120 minutes. After completion of reaction, the mixture was cooled to a temperature of about 45...